Dataset: the Open Reaction Database (ORD), a public repository of structured organic reaction records. Task: describe an organic reaction: reactants, conditions, products, and yield Run at temperature 20 celsius, time 3 hour. The product is ClC1=CC=C(C=C1)C1(OC1)C1(CC1)OC1=CC=C(C=C1)Cl (2-(4-chlorophenyl)-2-[1-(4-chlorophenoxy)-cyclopropan-1-yl]oxirane). Procedure: A solution of 4.3 g=25 mmol of 80% strength m-chloroperbenzoic acid in 100 ml of chloroform was added dropwise at 20° C. with stirring to a solution of 6.1 g=20 mmol of 1-(4-chlorophenyl)-1-[1-(4-chlorophenoxy)-cyclopropan-1-yl]-ethene (compound from Example 12) in 20 ml of chloroform, and the mixture was stirred for 15 hours at 20° C. and 3 hours under reflux. For work-up, the mixture was shaken three times with 50 ml of 2N sodium hydroxide solution and once with 2N sodium bisulfite solution, w... Run in C(Cl)(Cl)Cl (chloroform), C(Cl)(Cl)Cl (chloroform). The reactants are [OH-].[Na+] (sodium hydroxide), ClC1=CC(=CC=C1)C(=O)OO (m-chloroperbenzoic acid), ClC1=CC=C(C=C1)C(=C)C1(CC1)OC1=CC=C(C=C1)Cl (1-(4-chlorophenyl)-1-[1-(4-chlorophenoxy)-cyclopropan-1-yl]-ethene), compound. RXN SMILES: ClC1C=CC=C(C(OO)=[O:9])C=1.[Cl:12][C:13]1[CH:18]=[CH:17][C:16]([C:19]([C:21]2([O:24][C:25]3[CH:30]=[CH:29][C:28]([Cl:31])=[CH:27][CH:26]=3)[CH2:23][CH2:22]2)=[CH2:20])=[CH:15][CH:14]=1.[OH-].[Na+]>C(Cl)(Cl)Cl>[Cl:12][C:13]1[CH:14]=[CH:15][C:16]([C:19]2([C:21]3([O:24][C:25]4[CH:26]=[CH:27][C:28]([Cl:31])=[CH:29][CH:30]=4)[CH2:22][CH2:23]3)[CH2:20][O:9]2)=[CH:17][CH:18]=1 |f:2.3|. Starting materials: COc1ccc(Cn2cc(-c3ccnc(NC(C)(C)C)c3)c(-c3cccc(N=C(c4ccccc4)c4ccccc4)c3)n2)cc1, CCOCC, C1COCCO1, Cl. Product: COc1ccc(Cn2cc(-c3ccnc(NC(C)(C)C)c3)c(-c3cccc(N)c3)n2)cc1. Reaction SMILES: [C:1]([CH3:2])([CH3:3])([CH3:4])[NH:5][c:6]1[n:7][cH:8][cH:9][c:10](-[c:12]2[c:13](-[c:26]3[cH:27][c:28]([N:32]=[C:33]([c:34]4[cH:35][cH:36][cH:37][cH:38][cH:39]4)[c:40]4[cH:41][cH:42][cH:43][cH:44][cH:45]4)[cH:29][cH:30][cH:31]3)[n:14][n:15]([CH2:17][c:18]3[cH:19][cH:20][c:21]([O:24][CH3:25])[cH:22][cH:23]3)[cH:16]2)[cH:11]1.[CH2:47]([O:48][CH2:49][CH3:50])[CH3:51].[CH2:52]1[O:53][CH2:54][CH2:55][O:56][CH2:57]1.[ClH:46]>>[C:1]([CH3:2])([CH3:3])([CH3:4])[NH:5][c:6]1[n:7][cH:8][cH:9][c:10](-[c:12]2[c:13](-[c:26]3[cH:27][c:28]([NH2:32])[cH:29][cH:30][cH:31]3)[n:14][n:15]([CH2:17][c:18]3[cH:19][cH:20][c:21]([O:24][CH3:25])[cH:22][cH:23]3)[cH:16]2)[cH:11]1. Starting materials: COC(=O)CCCBr, [H-], CC(C)(C)OC(=O)Cn1c(=O)[nH]c2c([N+](=O)[O-])cccc21, [Na+], CN(C)C=O. The product is COC(=O)CCCn1c(=O)n(CC(=O)OC(C)(C)C)c2cccc([N+](=O)[O-])c21. As a reaction SMILES: [Br:24][CH2:25][CH2:26][CH2:27][C:28](=[O:29])[O:30][CH3:31].[H-:1].[N+:3](=[O:4])([O-:5])[c:6]1[cH:7][cH:8][cH:9][c:10]2[n:11]([CH2:16][C:17](=[O:18])[O:19][C:20]([CH3:21])([CH3:22])[CH3:23])[c:12](=[O:15])[nH:13][c:14]12.[Na+:2].[O:32]=[CH:33][N:34]([CH3:35])[CH3:36]>>[N+:3](=[O:4])([O-:5])[c:6]1[cH:7][cH:8][cH:9][c:10]2[n:11]([CH2:16][C:17](=[O:18])[O:19][C:20]([CH3:21])([CH3:22])[CH3:23])[c:12](=[O:15])[n:13]([CH2:25][CH2:26][CH2:27][C:28](=[O:29])[O:30][CH3:31])[c:14]12.